Dataset: the Open Reaction Database (ORD), a public repository of structured organic reaction records. Task: describe an organic reaction: reactants, conditions, products, and yield Reactants: O=Cc1ccc(F)cc1, O=[N+]([O-])O, O=S(=O)(O)O. Product: O=Cc1ccc(F)c([N+](=O)[O-])c1. As a reaction SMILES: [F:1][c:2]1[cH:3][cH:4][c:5]([CH:6]=[O:7])[cH:8][cH:9]1.[OH:10][N+:11]([O-:12])=[O:13].[S:14](=[O:15])(=[O:16])([OH:17])[OH:18]>>[F:1][c:2]1[c:3]([N+:11](=[O:10])[O-:12])[cH:4][c:5]([CH:6]=[O:7])[cH:8][cH:9]1. The reactants are OC1=C(C(=NC2=C(C=CC=C12)C(F)(F)F)CCCC)C(=O)O (4-hydroxy-2-butyl-8-trifluoromethyl-quinoline-3-carboxylic acid), crystals, NC=1SC=CN1 (2-aminothiazole), Cl (Hydrochloric acid), C1(CCCCC1)N=C=NC1CCCCC1 (dicyclohexylcarbodiimide). Run in [OH-].[Na+] (sodium hydroxide), CN(C=O)C (dimethylformamide). Product: S1C(=NC=C1)NC(=O)C=1C(=NC2=C(C=CC=C2C1O)C(F)(F)F)CCCC (N-(2thiazolyl)-4-hydroxy-2-butyl-8-trifluoromethyl-quinoline-3-carboxamide). Isolated yield 48.4%. RXN SMILES: [OH:1][C:2]1[C:11]2[C:6](=[C:7]([C:12]([F:15])([F:14])[F:13])[CH:8]=[CH:9][CH:10]=2)[N:5]=[C:4]([CH2:16][CH2:17][CH2:18][CH3:19])[C:3]=1[C:20](O)=[O:21].[NH2:23][C:24]1[S:25][CH:26]=[CH:27][N:28]=1.C1(N=C=NC2CCCCC2)CCCCC1.Cl>CN(C)C=O.[OH-].[Na+]>[S:25]1[CH:26]=[CH:27][N:28]=[C:24]1[NH:23][C:20]([C:3]1[C:4]([CH2:16][CH2:17][CH2:18][CH3:19])=[N:5][C:6]2[C:11]([C:2]=1[OH:1])=[CH:10][CH:9]=[CH:8][C:7]=2[C:12]([F:14])([F:13])[F:15])=[O:21] |f:5.6|. Reported procedure: Using the procedure of Step F of Example 6, 6.8 g of the product of Step E and 2.17 g of 2-aminothiazole were reacted in the presence of dicyclohexylcarbodiimide in dimethylformamide to form a raw product which was dissolved in aqueous N sodium hydroxide solution. Hydrochloric acid was added to the solution to obtain 4.15 g of N-(2thiazolyl)-4-hydroxy-2-butyl-8-trifluoromethyl-quinoline-3-carboxamide in the form of colorless crystals melting at 181° C after crystallization from isopropanol. The product is N1C(=NC=C1)CN1C(COC2=C1C=CC=C2)C ((RS)-4-(1H-Imidazol-2-ylmethyl)-3-methyl-3,4-dihydro-2H-benzo[1,4]oxazine). RXN SMILES: [CH3:1][CH:2]1[NH:7][C:6]2[CH:8]=[CH:9][CH:10]=[CH:11][C:5]=2[O:4][CH2:3]1.[NH:12]1[CH:16]=[CH:15][N:14]=[C:13]1[CH:17]=O.C([BH3-])#N.[Na+]>CO.[Cl-].[Zn+2].[Cl-]>[NH:12]1[CH:16]=[CH:15][N:14]=[C:13]1[CH2:17][N:7]1[C:6]2[CH:8]=[CH:9][CH:10]=[CH:11][C:5]=2[O:4][CH2:3][CH:2]1[CH3:1] |f:2.3,5.6.7|. Starting materials: CC1COC2=C(N1)C=CC=C2 ((RS)-3-methyl-3,4-dihydro-2H-benzo[1,4]oxazine), N1C(=NC=C1)C=O (imidazole-2-carboxaldehyde), C(#N)[BH3-].[Na+] (sodium cyanoborohydride). The reagents and catalysts are [Cl-].[Zn+2].[Cl-] (zinc chloride). Reported procedure: Prepared analogously to Example 1, from (RS)-3-methyl-3,4-dihydro-2H-benzo[1,4]oxazine, imidazole-2-carboxaldehyde, zinc chloride and sodium cyanoborohydride in methanol. MS (ISP): 230.4 ([M+H]+). The solvent is CO (methanol). The reactants are ClC=1C(=NSC1Cl)CO ((4,5-dichloroisothiazol-3-yl)-methanol), [Cr](=O)(=O)([O-])Cl.[NH+]1=CC=CC=C1 (pyridinium chlorochromate). The solvent is ClCCl (dichloromethane). Product: ClC=1C(=NSC1Cl)C=O (4,5-dichloroisothiazol-3-carbaldehyde). Yield: 65.0%. Reaction SMILES: [Cl:1][C:2]1[C:3]([CH2:8][OH:9])=[N:4][S:5][C:6]=1[Cl:7].[Cr](Cl)([O-])(=O)=O.[NH+]1C=CC=CC=1>ClCCl>[Cl:1][C:2]1[C:3]([CH:8]=[O:9])=[N:4][S:5][C:6]=1[Cl:7] |f:1.2|. Procedure details: Dissolve (4,5-dichloroisothiazol-3-yl)-methanol (300 mg, 1.63 mmol) in dichloromethane (10 mL). Add pyridinium chlorochromate (703 mg, 3.26 mmol) and stir for 2 h. Pour the mixture onto a column of silica gel, eluting with dichloromethane and concentrate to give 4,5-dichloroisothiazol-3-carbaldehyde as a white solid (193 mg, 65%). 1H NMR (400 MHz, MeOH-d4) δ 9.96 (s, 1H). Reactants: [BH4-], CCCCCCC(C=O)c1ccc(C(=O)OC)cc1, CCO, [Na+]. The product is CCCCCCC(CO)c1ccc(C(=O)OC)cc1. RXN SMILES: [BH4-:20].[CH3:1][O:2][C:3]([c:4]1[cH:5][cH:6][c:7]([CH:10]([CH2:11][CH2:12][CH2:13][CH2:14][CH2:15][CH3:16])[CH:17]=[O:18])[cH:8][cH:9]1)=[O:19].[CH3:22][CH2:23][OH:24].[Na+:21]>>[CH3:1][O:2][C:3]([c:4]1[cH:5][cH:6][c:7]([CH:10]([CH2:11][CH2:12][CH2:13][CH2:14][CH2:15][CH3:16])[CH2:17][OH:18])[cH:8][cH:9]1)=[O:19]. Reactants: ClC1=CC=C(OC2=CC(=C(C=C2)C(C)=O)CCC)C=C1 (1-[4-(4-chlorophenoxy)-2-propylphenyl]ethanone), BrBr (bromine). Run in C(C)(=O)OCC (ethyl acetate), O1CCOCC1 (dioxane). Conditions: time 2 hour. Yields the product BrCC(=O)C1=C(C=C(C=C1)OC1=CC=C(C=C1)Cl)CCC (2-bromo-1-[4-(4-chlorophenoxy)-2-propylphenyl]ethanone). Reaction SMILES: [Cl:1][C:2]1[CH:20]=[CH:19][C:5]([O:6][C:7]2[CH:12]=[CH:11][C:10]([C:13](=[O:15])[CH3:14])=[C:9]([CH2:16][CH2:17][CH3:18])[CH:8]=2)=[CH:4][CH:3]=1.[Br:21]Br>O1CCOCC1.C(OCC)(=O)C>[Br:21][CH2:14][C:13]([C:10]1[CH:11]=[CH:12][C:7]([O:6][C:5]2[CH:19]=[CH:20][C:2]([Cl:1])=[CH:3][CH:4]=2)=[CH:8][C:9]=1[CH2:16][CH2:17][CH3:18])=[O:15]. Procedure: To a solution of the product from Step 7 (1.2 g, 4.2 mmol) in dioxane (20 mL) at room temperature was added dropwise bromine (0.25 mL, 5.0 mmol). After 2 h at room temperature, the reaction mixture was diluted with ethyl acetate, washed with an aqueous solution of sodium thiosulfate and dried over magnesium sulfate. Removal of the solvent gave a residue which was purified by chromatography on silica gel to give the title product. Reactants: c1ccc2c(c1)Cc1ccccc1-2, [Li]C, C1CCOC1. Product: [Li]c1cccc2c1Cc1ccccc1-2. RXN SMILES: [CH2:1]1[c:2]2[cH:3][cH:4][cH:5][cH:6][c:7]2-[c:8]2[cH:9][cH:10][cH:11][cH:12][c:13]21.[Li:14][CH3:15].[O:16]1[CH2:17][CH2:18][CH2:19][CH2:20]1>>[CH2:1]1[c:2]2[cH:3][cH:4][cH:5][cH:6][c:7]2-[c:8]2[cH:9][cH:10][cH:11][c:12]([Li:14])[c:13]21.